From a dataset of the Open Reaction Database (ORD), a public repository of structured organic reaction records. describe an organic reaction: reactants, conditions, products, and yield Starting materials: NC1=CC(CC(C1)(C)C)=O (3-Amino-5,5-dimethyl-2-cyclohexen-1-one), [N+](=O)([O-])C1=CC=C(C=O)O1 (5-nitro-furfuraldehyde). Product: CC1(CC(C=2C(C=3C(CC(CC3NC2C1)(C)C)=O)C=1OC(=CC1)[N+](=O)[O-])=O)C (3,4,6,7,9,10-hexahydro-3,3,6,6-tetramethyl-9-(5-nitro-2-furyl)-1,8(2H,5H)-acridinedione). As a reaction SMILES: [NH2:1][C:2]1[CH2:7][C:6]([CH3:9])([CH3:8])[CH2:5][C:4](=[O:10])[CH:3]=1.[N+:11]([C:14]1[O:20][C:17]([CH:18]=O)=[CH:16][CH:15]=1)([O-:13])=[O:12]>>[CH3:8][C:6]1([CH3:9])[CH2:7][C:2]2[NH:1][C:2]3[CH2:7][C:6]([CH3:9])([CH3:8])[CH2:5][C:4](=[O:10])[C:3]=3[CH:18]([C:17]3[O:20][C:14]([N+:11]([O-:13])=[O:12])=[CH:15][CH:16]=3)[C:3]=2[C:4](=[O:10])[CH2:5]1. Procedure details: 3-Amino-5,5-dimethyl-2-cyclohexen-1-one was reacted with 5-nitro-furfuraldehyde in an analogous manner to that described in Example 1 to give 3,4,6,7,9,10-hexahydro-3,3,6,6-tetramethyl-9-(5-nitro-2-furyl)-1,8(2H,5H)-acridinedione. Crystallization from ethyl acetate/methanol gave a beige crystalline solid of melting point 248-250° C. (decomposition). The reactants are C(C)(C)(C)C=1N=C(C2=C(N1)NN=N2)N2CC(CC2)(F)F (5-tert-butyl-7-(3,3-difluoropyrrolidin-1-yl)-3H-[1,2,3]triazolo[4,5-d]pyrimidine), ClC1=C(C=CC=C1)[C@H](C)O ((S)-1-(2-chlorophenyl)ethanol), C1=CC=C(C=C1)P(C2=CC=CC=C2)C3=CC=CC=C3 (PPh3), CCOC(=O)/N=N/C(=O)OCC (DEAD). Solvent: C1CCOC1 (THF). Reaction conditions: time 2 hour. Product: C(C)(C)(C)C=1N=C(C2=C(N1)NN(N2)[C@H](C)C2=C(C=CC=C2)Cl)N2CC(CC2)(F)F (5-tert-Butyl-2-[(R)-1-(2-chloro-phenyl)-ethyl]-7-(3,3-difluoro-pyrrolidin-1-yl)-3H-[1,2,3]triazolo[4,5-d]pyrimidine). Isolated yield 17.7%. As a reaction SMILES: [C:1]([C:5]1[N:6]=[C:7]([N:14]2[CH2:18][CH2:17][C:16]([F:20])([F:19])[CH2:15]2)[C:8]2[N:13]=[N:12][NH:11][C:9]=2[N:10]=1)([CH3:4])([CH3:3])[CH3:2].[Cl:21][C:22]1[CH:27]=[CH:26][CH:25]=[CH:24][C:23]=1[C@@H:28](O)[CH3:29].C1C=CC(P(C2C=CC=CC=2)C2C=CC=CC=2)=CC=1.CCOC(/N=N/C(OCC)=O)=O>C1COCC1>[C:1]([C:5]1[N:6]=[C:7]([N:14]2[CH2:18][CH2:17][C:16]([F:19])([F:20])[CH2:15]2)[C:8]2[NH:13][N:12]([C@@H:28]([C:23]3[CH:24]=[CH:25][CH:26]=[CH:27][C:22]=3[Cl:21])[CH3:29])[NH:11][C:9]=2[N:10]=1)([CH3:4])([CH3:2])[CH3:3]. Reported procedure: To a solution of 5-tert-butyl-7-(3,3-difluoropyrrolidin-1-yl)-3H-[1,2,3]triazolo[4,5-d]pyrimidine (41.3 μmol), (S)-1-(2-chlorophenyl)ethanol (12.9 mg, 82.6 μmol) and PPh3 (21.7 mg, 82.6 μmol) in THF (250 μL) was added DEAD (13.1 μL, 82.6 μmol) at 0° C. After being stirred at the room temperature for 2 h, the reaction mixture was directly purified by preparative HPLC (column: Gemini Sum C18 110A 75×30 mm. mobile phase: water (0.05% Et3N): acetonitrile 50:50% to 5:95%. WL: 300 nm Flow: 30 mL/min.)... Reactants: N(=NC(=O)OCC)C(=O)OCC (Diethyl azodicarboxylate), OC=1C=C(C=CC1)OS(=O)(=O)C1=C(C=CC=C1)Cl (2-chlorobenzenesulfonic acid 3-hydroxyphenyl ester), C(#N)C=1C=C(CO)C=CC1 (3-cyanobenzyl alcohol), C1(=CC=CC=C1)P(C1=CC=CC=C1)C1=CC=CC=C1 (triphenylphosphine). Run at temperature 0 celsius, time 3 hour. Yields the product C(#N)C=1C=C(C=CC1)COC=1C=C(C=CC1)OS(=O)(=O)C1=C(C=CC=C1)Cl (2-Chlorobenzenesulfonic Acid 3-[(3-cyanophenyl)methoxy]phenyl Ester). The yield is 93.8%. As a reaction SMILES: N(C(OCC)=O)=NC(OCC)=O.[OH:13][C:14]1[CH:15]=[C:16]([O:20][S:21]([C:24]2[CH:29]=[CH:28][CH:27]=[CH:26][C:25]=2[Cl:30])(=[O:23])=[O:22])[CH:17]=[CH:18][CH:19]=1.[C:31]([C:33]1[CH:34]=[C:35]([CH:38]=[CH:39][CH:40]=1)[CH2:36]O)#[N:32].C1(P(C2C=CC=CC=2)C2C=CC=CC=2)C=CC=CC=1>>[C:31]([C:33]1[CH:34]=[C:35]([CH2:36][O:13][C:14]2[CH:15]=[C:16]([O:20][S:21]([C:24]3[CH:29]=[CH:28][CH:27]=[CH:26][C:25]=3[Cl:30])(=[O:23])=[O:22])[CH:17]=[CH:18][CH:19]=2)[CH:38]=[CH:39][CH:40]=1)#[N:32]. Procedure details: Diethyl azodicarboxylate (174 mg, 1.0 mmol) was added to a solution of 2-chlorobenzenesulfonic acid 3-hydroxyphenyl ester (285 mg, 1.0 mmol), as prepared in the preceding step, 3-cyanobenzyl alcohol (133 mg, 1.0 mmol)(Yoon et al., J. Org. Chem. 38:2786-2792 (1973)), and triphenylphosphine (263 mg, 1.0 mmol) in tetrahydrofyiran (10 mL) at 0° C. The mixture was stirred at 0° C. for 2 hours and at room temperature for 3 hours. The reaction mixture was quenched with water (30 mL) and extracted with ... Starting materials: CCCCO, CN1CCCN(CCCCOc2cc(C#N)ccn2)CC1, CN1CCCNCC1, OCCCCCl, [I-], [K+], [K+], [Na+], O=C([O-])[O-], O. The product is CN1CCCN(CCCCO)CC1. As a reaction SMILES: [CH2:44]([OH:45])[CH2:46][CH2:47][CH3:48].[CH3:1][N:2]1[CH2:3][CH2:4][N:5]([CH2:9][CH2:10][CH2:11][CH2:12][O:13][c:14]2[cH:15][c:16]([C:20]#[N:21])[cH:17][cH:18][n:19]2)[CH2:6][CH2:7][CH2:8]1.[CH3:22][N:23]1[CH2:24][CH2:25][CH2:26][NH:27][CH2:28][CH2:29]1.[Cl:30][CH2:31][CH2:32][CH2:33][CH2:34][OH:35].[I-:42].[K+:36].[K+:37].[Na+:43].[O-:38][C:39]([O-:40])=[O:41].[OH2:49]>>[CH3:1][N:2]1[CH2:3][CH2:4][N:5]([CH2:9][CH2:10][CH2:11][CH2:12][OH:13])[CH2:6][CH2:7][CH2:8]1. Starting materials: O=O (oxygen), C(C)(C)C1=CC(=NC(=N1)C(F)(F)F)C(=O)OCC (Ethyl 6-isopropyl-2-(trifluoromethyl)pyrimidine-4-carboxylate), CC(C)([O-])C.[K+] (potassium tert-butoxide), O=O (oxygen), Cl (HCl), S(=O)([O-])[O-].[Na+].[Na+] (sodium sulfite), O.[OH-].[Li+] (Lithium hydroxide, monohydrate). The solvent is O1CCCC1 (tetrahydrofuran), C1CCOC1 (THF), O (water). Reaction conditions: temperature -35 celsius, time 8 hour. The product is OC(C)(C)C1=CC(=NC(=N1)C(F)(F)F)C(=O)O (6-(1-Hydroxy-1-methylethyl)-2-(trifluoromethyl)pyrimidine-4-carboxylic acid). Reaction SMILES: [CH:1]([C:4]1[N:9]=[C:8]([C:10]([F:13])([F:12])[F:11])[N:7]=[C:6]([C:14]([O:16]CC)=[O:15])[CH:5]=1)([CH3:3])[CH3:2].CC(C)([O-:22])C.[K+].O=O.S([O-])([O-])=O.[Na+].[Na+].O.[OH-].[Li+].Cl>O1CCCC1.O>[OH:22][C:1]([C:4]1[N:9]=[C:8]([C:10]([F:13])([F:12])[F:11])[N:7]=[C:6]([C:14]([OH:16])=[O:15])[CH:5]=1)([CH3:3])[CH3:2] |f:1.2,4.5.6,7.8.9|. Procedure details: A solution of ethyl 6-isopropyl-2-(trifluoromethyl)pyrimidine-4-carboxylate (2.00 g, 7.63 mmol, from Step A) in tetrahydrofuran (40 mL) was added to 1.0M potassium tert-butoxide in THF (22.9 mL, 22.9 mmol) held at −40° C. After stirring for 45 minutes at this temperature, oxygen was introduced below the surface of the reaction solution via a syringe attached to a balloon containing oxygen. The oxygen was bubbled subsurface periodically (by addition and removal of an outlet) for 20 minutes, while...